Dataset: the Open Reaction Database (ORD), a public repository of structured organic reaction records. Task: describe an organic reaction: reactants, conditions, products, and yield Starting materials: CC(=O)Oc1cccc(C(=O)Nc2ccc(C(F)(F)F)cc2)c1, CO, [Na+], [OH-]. Yields the product O=C(Nc1ccc(C(F)(F)F)cc1)c1cccc(O)c1. Reaction SMILES: [C:1](=[O:2])([CH3:3])[O:4][c:5]1[cH:6][c:7]([C:11](=[O:12])[NH:13][c:14]2[cH:15][cH:16][c:17]([C:20]([F:21])([F:22])[F:23])[cH:18][cH:19]2)[cH:8][cH:9][cH:10]1.[CH3:26][OH:27].[Na+:25].[OH-:24]>>[OH:4][c:5]1[cH:6][c:7]([C:11](=[O:12])[NH:13][c:14]2[cH:15][cH:16][c:17]([C:20]([F:21])([F:22])[F:23])[cH:18][cH:19]2)[cH:8][cH:9][cH:10]1.